Dataset: the Open Reaction Database (ORD), a public repository of structured organic reaction records. Task: describe an organic reaction: reactants, conditions, products, and yield The reactants are [N+](=O)([O-])C1=CC=CC=2N(C=NC21)C(C(=O)OCC)CCCCCC (Ethyl 2-(4-nitro-1H-benzimidazol-1-yl)octanoate), N=1NN=NC1C1=C(C(=O)O)C=CC=C1 (2-(2H-tetrazol-5-yl)benzoic acid), C1(CCCCC1)N=C=NC1CCCCC1 (dicyclohexylcarbodiimide), OC1=CC=CC=2NN=NC21 (hydroxybenzotriazole). The reagents and catalysts are [Pd] (Pd/C). Run in C(C)O (ethanol), CN(C)C=O (DMF). Conditions: time 4 hour. Yields the product N=1NN=NC1C1=C(C(=O)NC2=CC=CC=3N(C=NC32)C(C(=O)O)CCCCCC)C=CC=C1 (2-[4-[2-(2H-tetrazol-5-yl)benzamido]-1H-benzimidazol-1-yl]octanoic acid). The yield is 9.6%. As a reaction SMILES: [N+:1]([C:4]1[C:12]2[N:11]=[CH:10][N:9]([CH:13]([CH2:19][CH2:20][CH2:21][CH2:22][CH2:23][CH3:24])[C:14]([O:16]CC)=[O:15])[C:8]=2[CH:7]=[CH:6][CH:5]=1)([O-])=O.[N:25]1[NH:26][N:27]=[N:28][C:29]=1[C:30]1[CH:38]=[CH:37][CH:36]=[CH:35][C:31]=1[C:32](O)=[O:33].C1(N=C=NC2CCCCC2)CCCCC1.OC1C2N=NNC=2C=CC=1>C(O)C.[Pd].CN(C=O)C>[N:28]1[NH:27][N:26]=[N:25][C:29]=1[C:30]1[CH:38]=[CH:37][CH:36]=[CH:35][C:31]=1[C:32]([NH:1][C:4]1[C:12]2[N:11]=[CH:10][N:9]([CH:13]([CH2:19][CH2:20][CH2:21][CH2:22][CH2:23][CH3:24])[C:14]([OH:16])=[O:15])[C:8]=2[CH:7]=[CH:6][CH:5]=1)=[O:33]. Reported procedure: Ethyl 2-(4-nitro-1H-benzimidazol-1-yl)octanoate (4.44 moles, 1.48 g.) was hydrogenated over 0.6 g of 5% Pd/C in 100 ml ethanol. The catalyst was filtered over celite. The solution was concentrated. The residue was dissolved in 25 ml DMF and added to a stirred mixture of 2-(2H-tetrazol-5-yl)benzoic acid (4.21 mmoles, 0.80 g), dicyclohexylcarbodiimide (4.31 mmoles, 0.89 g.), and hydroxybenzotriazole (4.44 mmoles, 0.60 g) in 50 mi DMF. The reaction was stirred for 4 hours. The solid was removed by ... Reactants: C(C1=CC=CC=C1)OCCC=1N=C(OC1CCC)C1=CC=CC=C1 (4-(2-Benzyloxyethyl)-2-phenyl-5-propyloxazole). The reagents and catalysts are [OH-].[OH-].[Pd+2] (Pearlman's catalyst). Run in C1CCOC1 (THF). Conditions: time 90 minute. Product: C1(=CC=CC=C1)C=1OC(=C(N1)CCO)CCC (2-(2-Phenyl-5-propyloxazol-4-yl)ethanol). RXN SMILES: C([O:8][CH2:9][CH2:10][C:11]1[N:12]=[C:13]([C:19]2[CH:24]=[CH:23][CH:22]=[CH:21][CH:20]=2)[O:14][C:15]=1[CH2:16][CH2:17][CH3:18])C1C=CC=CC=1>C1COCC1.[OH-].[OH-].[Pd+2]>[C:19]1([C:13]2[O:14][C:15]([CH2:16][CH2:17][CH3:18])=[C:11]([CH2:10][CH2:9][OH:8])[N:12]=2)[CH:20]=[CH:21][CH:22]=[CH:23][CH:24]=1 |f:2.3.4|. Procedure details: 4-(2-Benzyloxyethyl)-2-phenyl-5-propyloxazole (340 mg, 1.05 mmol) was dissolved in THF (5 mL) and treated with Pearlman's catalyst (170 mg). The solution was stirred vigorously under a hydrogen atmosphere (1 atm) for 90 min, and then the mixture was filtered through celite. The celite was rinsed with CH2Cl2 and the solution dried (MgSO4), filtered and concentrated to a clear, colorless oil: Rf=0.25 in 60% EtOAc/hexanes; 1H NMR (300 MHz, CDCl3) δ 8.00-7.96 (m, 2H), 7.44-7.22 (m, 2H), 3.92 (br s, ... Reactants: Cl, O=N[O-], CC(C)Cn1c(N)cc(=O)[nH]c1=O, [Na+], O. The product is CC(C)Cn1c(N)c(N=O)c(=O)[nH]c1=O. RXN SMILES: [ClH:14].[N:15](=[O:16])[O-:17].[NH2:1][c:2]1[cH:3][c:4](=[O:13])[nH:5][c:6](=[O:12])[n:7]1[CH2:8][CH:9]([CH3:10])[CH3:11].[Na+:18].[OH2:19]>>[NH2:1][c:2]1[c:3]([N:15]=[O:16])[c:4](=[O:13])[nH:5][c:6](=[O:12])[n:7]1[CH2:8][CH:9]([CH3:10])[CH3:11].